This data is from the Open Reaction Database (ORD), a public repository of structured organic reaction records. The task is: describe an organic reaction: reactants, conditions, products, and yield Reactants: Cl (hydrochloric acid), [Cl-].[Al+3].[Cl-].[Cl-] (Aluminum chloride), ClC(=O)CCCCCCCCCCCCCCCCCCCCC(=O)OC (methyl 21-chloroformylheneicosanoate), COC=1C=C(C=C(C1OC)OC)C (3,4,5-trimethoxytoluene). The solvent is O (water), [N+](=O)([O-])C1=CC=CC=C1 (nitrobenzene). Run at time 48 hour. Yields the product OC1=C(C(=O)CCCCCCCCCCCCCCCCCCCCC(=O)O)C(=CC(=C1OC)OC)C (21-(2-hydroxy-3,4-dimethoxy-6-methylbenzoyl)heneicosanoic acid). As a reaction SMILES: [Cl-].[Al+3].[Cl-].[Cl-].Cl[C:6]([CH2:8][CH2:9][CH2:10][CH2:11][CH2:12][CH2:13][CH2:14][CH2:15][CH2:16][CH2:17][CH2:18][CH2:19][CH2:20][CH2:21][CH2:22][CH2:23][CH2:24][CH2:25][CH2:26][CH2:27][C:28]([O:30]C)=[O:29])=[O:7].[CH3:32][O:33][C:34]1[CH:35]=[C:36]([CH3:44])[CH:37]=[C:38]([O:42]C)[C:39]=1[O:40][CH3:41].Cl>[N+](C1C=CC=CC=1)([O-])=O.O>[OH:42][C:38]1[C:39]([O:40][CH3:41])=[C:34]([O:33][CH3:32])[CH:35]=[C:36]([CH3:44])[C:37]=1[C:6]([CH2:8][CH2:9][CH2:10][CH2:11][CH2:12][CH2:13][CH2:14][CH2:15][CH2:16][CH2:17][CH2:18][CH2:19][CH2:20][CH2:21][CH2:22][CH2:23][CH2:24][CH2:25][CH2:26][CH2:27][C:28]([OH:30])=[O:29])=[O:7] |f:0.1.2.3|. Reported procedure: Aluminum chloride (2.5 g) is added portionwise in a nitrogen atmosphere to a solution of 1 g of methyl 21-chloroformylheneicosanoate and 1.7 g of 3,4,5-trimethoxytoluene in 50 ml of nitrobenzene, and the resulting mixture is stirred at room temperature for 48 hours. To the reaction mixture are added water and diluted hydrochloric acid, and the whole mixture is extracted with ether. After distilling of the solvent, the residue is dissolved in methanol, 4.6 ml of a 30% sodium hydroxide solution is...